Task: describe an organic reaction: reactants, conditions, products, and yield. Dataset: the Open Reaction Database (ORD), a public repository of structured organic reaction records Reactants: steel, C[O-].[Na+] (sodium methoxide), [Na] (sodium), C1COC(C)(CCCCl)O1 (5-chloro-2-pentanone ethylene ketal). Run in CO (methanol). Product: C1COC(C)(CCCOC)O1 (5-methoxy-2-pentanone ethylene ketal). RXN SMILES: [CH3:1][O-:2].[Na+].[Na].[CH2:5]1[O:14][C:8]([CH2:10][CH2:11][CH2:12]Cl)([CH3:9])[O:7][CH2:6]1>CO>[CH2:5]1[O:14][C:8]([CH2:10][CH2:11][CH2:12][O:2][CH3:1])([CH3:9])[O:7][CH2:6]1 |f:0.1,^1:3|. Procedure details: To a solution of sodium methoxide prepared by the addition of 0.8 g of sodium to 35 mL of methanol was added 5-chloro-2-pentanone ethylene ketal (3 g, 180 mmol). The mixture was heated in a steel bomb at 100° C. for 18 hours. The methanol was removed by evaporation under reduced pressure and the residue was extracted into 20 mL of ether. The ether extract was washed with water, saturated saline solution and dried over magnesium sulfate. Evaporation of the ether yielded 1.6 grams of 5-methoxy-2-p... The reactants are N(=[N+]=[N-])CC1=CC=2C(C3=CC=CC=C3C(C2C=C1)=O)=O (2-azidomethylanthraquinone), [H][H] (hydrogen). Reagents/catalysts: [Pt] (platinum-on-charcoal). Run in CN(C)C=O (DMF). The product is NCC1=CC=2C(C3=CC=CC=C3C(C2C=C1)=O)=O (2-aminomethylanthraquinone). Isolated yield 75.9%. RXN SMILES: [N:1]([CH2:4][C:5]1[CH:18]=[CH:17][C:16]2[C:15](=[O:19])[C:14]3[C:9](=[CH:10][CH:11]=[CH:12][CH:13]=3)[C:8](=[O:20])[C:7]=2[CH:6]=1)=[N+]=[N-].[H][H]>CN(C=O)C.[Pt]>[NH2:1][CH2:4][C:5]1[CH:18]=[CH:17][C:16]2[C:15](=[O:19])[C:14]3[C:9](=[CH:10][CH:11]=[CH:12][CH:13]=3)[C:8](=[O:20])[C:7]=2[CH:6]=1. Reported procedure: 9.5 g of 2-azidomethylanthraquinone are dissolved in 100 ml of DMF, 1.0 g of platinum-on-charcoal catalyst (5% by weight of Pt) is added and hydrogenation is carried out with hydrogen for 15 minutes. The catalyst is filtered off, 200 ml of water are added to the filtrate and the mixture is filtered. The red crystals which have precipitated are recrystallised from dioxane. 6.5 g (70.01% of theory) of 2-aminomethylanthraquinone are obtained; melting point: 170°-78° C. The reactants are C1(CCCCC1)NC1=C2C(=NC=C1C(=O)O)NC=C2 (4-(cyclohexylamino)-1H-pyrrolo[2,3-b]pyridine-5-carboxylic acid), ON1N=NC2=C1C=CC=C2 (1-hydroxybenzotriazole), CN(CCCN=C=NCC)C (1-(3-dimethylaminopropyl)-3-ethylcarbodiimide), [Cl-].[NH4+] (ammonium chloride). Run in C(Cl)(Cl)Cl (chloroform), O (water), CN(C=O)C (N,N-dimethylformamide). Reaction conditions: temperature 60 celsius, time 30 minute. The product is C1(CCCCC1)NC1=C2C(=NC=C1C(=O)N)NC=C2 (4-(cyclohexylamino)-1H-pyrrolo[2,3-b]pyridine-5-carboxamide). Isolated yield 60.2%. RXN SMILES: [CH:1]1([NH:7][C:8]2[C:13]([C:14](O)=[O:15])=[CH:12][N:11]=[C:10]3[NH:17][CH:18]=[CH:19][C:9]=23)[CH2:6][CH2:5][CH2:4][CH2:3][CH2:2]1.O[N:21]1C2C=CC=CC=2N=N1.CN(C)CCCN=C=NCC.[Cl-].[NH4+]>CN(C)C=O.C(Cl)(Cl)Cl.O>[CH:1]1([NH:7][C:8]2[C:13]([C:14]([NH2:21])=[O:15])=[CH:12][N:11]=[C:10]3[NH:17][CH:18]=[CH:19][C:9]=23)[CH2:6][CH2:5][CH2:4][CH2:3][CH2:2]1 |f:3.4|. Procedure details: To a solution of 4-(cyclohexylamino)-1H-pyrrolo[2,3-b]pyridine-5-carboxylic acid (5.0 mg) in N,N-dimethylformamide (0.1 mL) were added 1-hydroxybenzotriazole (3.9 mg) and 1-(3-dimethylaminopropyl)-3-ethylcarbodiimide (4.5 mg). The mixture was stirred at 60° C. for 30 minutes. To the solution was added ammonium chloride and the mixture was stirred at ambient temperature for 18 hours. To the solution were added water and chloroform and the mixture was extracted with chloroform. The extract was dri... Starting materials: BrCCBr, CCOC(=O)CC1CCN(Cc2ccccc2)CC1, [Li]CCCC, CN(C)P(=O)(N(C)C)N(C)C, CCCCCC, CCOC(C)=O, CC(C)NC(C)C, C1CCOC1, O. The product is CCOC(=O)C(CCBr)C1CCN(Cc2ccccc2)CC1. RXN SMILES: [Br:32][CH2:33][CH2:34][Br:35].[CH2:13]([c:14]1[cH:15][cH:16][cH:17][cH:18][cH:19]1)[N:20]1[CH2:21][CH2:22][CH:23]([CH2:26][C:27](=[O:28])[O:29][CH2:30][CH3:31])[CH2:24][CH2:25]1.[CH2:8]([Li:9])[CH2:10][CH2:11][CH3:12].[CH3:41][N:42]([CH3:43])[P:44]([N:45]([CH3:46])[CH3:47])([N:48]([CH3:49])[CH3:50])=[O:51].[CH3:52][CH2:53][CH2:54][CH2:55][CH2:56][CH3:57].[CH3:58][CH2:59][O:60][C:61](=[O:62])[CH3:63].[CH:1]([NH:2][CH:3]([CH3:4])[CH3:5])([CH3:6])[CH3:7].[O:36]1[CH2:37][CH2:38][CH2:39][CH2:40]1.[OH2:64]>>[CH2:13]([c:14]1[cH:15][cH:16][cH:17][cH:18][cH:19]1)[N:20]1[CH2:21][CH2:22][CH:23]([CH:26]([C:27](=[O:28])[O:29][CH2:30][CH3:31])[CH2:34][CH2:33][Br:32])[CH2:24][CH2:25]1.